The task is: describe an organic reaction: reactants, conditions, products, and yield. This data is from the Open Reaction Database (ORD), a public repository of structured organic reaction records. Procedure details: To a mixture of 2,4-dichloro-6-indolin-1-yl-1,3,5-triazine (30 g, 112 mM) and methylene chloride (300 ml) at 0° C. was added a 33% solution of methylamine (30 ml) in IMS. The mixture was allowed to attain ambient temperature. After two days the mixture was washed with water. The methylene chloride layer was separated, dried (MgSO4), and the solvent evaporated. The resultant solid was recrystallised from toluene: ethanol (70:30). There was thus obtained 2-chloro-4-indolin-1-yl-6-methylamino-1,3,5... Solvent: IMS, C(Cl)Cl (methylene chloride). Reaction SMILES: Cl[C:2]1[N:7]=[C:6]([Cl:8])[N:5]=[C:4]([N:9]2[C:17]3[C:12](=[CH:13][CH:14]=[CH:15][CH:16]=3)[CH2:11][CH2:10]2)[N:3]=1.[CH3:18][NH2:19]>C(Cl)Cl>[Cl:8][C:6]1[N:5]=[C:4]([N:9]2[C:17]3[C:12](=[CH:13][CH:14]=[CH:15][CH:16]=3)[CH2:11][CH2:10]2)[N:3]=[C:2]([NH:19][CH3:18])[N:7]=1. Yield: 82.0%. Yields the product ClC1=NC(=NC(=N1)N1CCC2=CC=CC=C12)NC (2-chloro-4-indolin-1-yl-6-methylamino-1,3,5-triazine). Reactants: solution, CN (methylamine), ClC1=NC(=NC(=N1)Cl)N1CCC2=CC=CC=C12 (2,4-dichloro-6-indolin-1-yl-1,3,5-triazine). Reactants: N(=NC(=O)OCC)C(=O)OCC (diethyl azodicarboxylate), C(C)(C)(C)OC(=O)N1CCC(CC1)CO (N-tert-butyloxycarbonyl-4-hydroxymethylpiperidine), FC1=CC=C(C=C1)O (p-fluorophenol), C1(=CC=CC=C1)P(C1=CC=CC=C1)C1=CC=CC=C1 (triphenylphosphine). Solvent: O1CCCC1 (tetrahydrofuran). Run at time 12 hour. Yields the product C(C)(C)(C)OC(=O)N1CCC(CC1)COC1=CC=C(C=C1)F (N-tert-butyloxycarbonyl-4-(p-fluorophenoxymethyl)piperidine). Reaction SMILES: N(C(OCC)=O)=NC(OCC)=O.[C:13]([O:17][C:18]([N:20]1[CH2:25][CH2:24][CH:23]([CH2:26][OH:27])[CH2:22][CH2:21]1)=[O:19])([CH3:16])([CH3:15])[CH3:14].[F:28][C:29]1[CH:34]=[CH:33][C:32](O)=[CH:31][CH:30]=1.C1(P(C2C=CC=CC=2)C2C=CC=CC=2)C=CC=CC=1>O1CCCC1>[C:13]([O:17][C:18]([N:20]1[CH2:25][CH2:24][CH:23]([CH2:26][O:27][C:32]2[CH:33]=[CH:34][C:29]([F:28])=[CH:30][CH:31]=2)[CH2:22][CH2:21]1)=[O:19])([CH3:16])([CH3:15])[CH3:14]. Procedure: Over the course of 30 minutes, 10.5 ml of diethyl azodicarboxylate are poured onto a mixture of 13.5 g of N-tert-butyloxycarbonyl-4-hydroxymethylpiperidine, 7.45 g of p-fluorophenol, 17.4 g of triphenylphosphine and 140 ml of tetrahydrofuran. After stirring for 12 hours at ambient temperature, the reaction mixture is concentrated, taken up in ether, washed with water and then 1N sodium hydroxide solution, and then washed with water. After drying, filtration and evaporation under reduced pressure... RXN SMILES: C[O:2][C:3]([C:5]1[S:23][C:8]2[C:9]3[CH:10]=[CH:11][CH:12]=[C:13]([NH:16][CH:17]4[CH2:22][CH2:21][CH2:20][CH2:19][CH2:18]4)[C:14]=3[S:15][C:7]=2[C:6]=1[O:24][CH2:25][C:26]([O:28]CC)=[O:27])=[O:4].[Li+].[OH-]>C1COCC1.O>[C:26]([CH2:25][O:24][C:6]1[C:7]2[S:15][C:14]3[C:13]([NH:16][CH:17]4[CH2:22][CH2:21][CH2:20][CH2:19][CH2:18]4)=[CH:12][CH:11]=[CH:10][C:9]=3[C:8]=2[S:23][C:5]=1[C:3]([OH:4])=[O:2])([OH:28])=[O:27] |f:1.2,3.4|. Reported procedure: Step C Hydrolysis: To a solution of 7-Cyclohexylamino-1-ethoxycarbonylmethoxy-3,8-dithia-cyclopenta[a]indene-2-carboxylic acid methyl ester (30 mg, 0.07 mmol) in THF/H2O (1.5 mL/0.5 mL) was added 2.0M LiOH (0.15 mL, 0.35 mmol). The reaction was allowed to stir at ambient temperature over a 16-hour period, after which it was judged complete by LCMS. The THF was removed in vacuo and the resultant aqueous solution was acidified to pH ˜1-2 using 10% HCl to precipitate the desired compound which was ... The solvent is C1CCOC1.O (THF H2O). Product: C(=O)(O)COC1=C(SC2=C1SC=1C(=CC=CC21)NC2CCCCC2)C(=O)O (1-Carboxymethoxy-7-cyclohexylamino-3,8-dithia-cyclopenta[a]indene-2-carboxylic acid). The reactants are COC(=O)C1=C(C2=C(C=3C=CC=C(C3S2)NC2CCCCC2)S1)OCC(=O)OCC (7-Cyclohexylamino-1-ethoxycarbonylmethoxy-3,8-dithia-cyclopenta[a]indene-2-carboxylic acid methyl ester), [Li+].[OH-] (LiOH). Reactants: C(C)(C)(C)OC(=O)NCC=1C=CC(=C(C(=O)O)C1)Cl (5-{[(tert-butoxycarbonyl)amino]methyl}-2-chlorobenzoic acid), CI (methyl iodide), C(=O)([O-])[O-].[K+].[K+] (K2CO3). The solvent is CN(C)C=O (DMF), CCOC(=O)C (EtOAc). Conditions: time 18 hour. Yields the product C(C)(C)(C)OC(=O)NCC=1C=CC(=C(C(=O)OC)C1)Cl (methyl 5-(((tert-butoxycarbonyl)amino)methyl)-2-chlorobenzoate). Isolated yield 41.9%. Reaction SMILES: [C:1]([O:5][C:6]([NH:8][CH2:9][C:10]1[CH:11]=[CH:12][C:13]([Cl:19])=[C:14]([CH:18]=1)[C:15]([OH:17])=[O:16])=[O:7])([CH3:4])([CH3:3])[CH3:2].CI.[C:22]([O-])([O-])=O.[K+].[K+]>CN(C=O)C.CCOC(C)=O>[C:1]([O:5][C:6]([NH:8][CH2:9][C:10]1[CH:11]=[CH:12][C:13]([Cl:19])=[C:14]([CH:18]=1)[C:15]([O:17][CH3:22])=[O:16])=[O:7])([CH3:4])([CH3:2])[CH3:3] |f:2.3.4|. Procedure: To a solution of 5-{[(tert-butoxycarbonyl)amino]methyl}-2-chlorobenzoic acid (1.0 g, 3.50 mmol) in DMF (5.0 mL) were added methyl iodide (496 mg, 3.50 mmol) and K2CO3 (966 mg, 7.00 mmol). The reaction mass was stirred at rt for 18 h. The reaction mass was diluted with EtOAc and the organic layer was washed with water and brine. The organic layer was separated, dried, filtered and concentrated. The concentrate was purified by column chromatography to afford 440 mg of the title product. 1H NMR (30... The reactants are [Al+3], CC(C)(C)OC(=O)NC1CCN(CCO)CC1, [H-], [H-], [H-], [H-], [Li+], [Na+], C1CCOC1, [OH-], O. Yields the product CNC1CCN(CCO)CC1. RXN SMILES: [Al+3:19].[C:1]([O:2][C:6](=[O:3])[NH:7][CH:8]1[CH2:9][CH2:10][N:11]([CH2:14][CH2:15][OH:16])[CH2:12][CH2:13]1)([CH3:4])([CH3:5])[CH3:17].[H-:18].[H-:21].[H-:22].[H-:23].[Li+:20].[Na+:26].[O:27]1[CH2:28][CH2:29][CH2:30][CH2:31]1.[OH-:25].[OH2:24]>>[CH3:6][NH:7][CH:8]1[CH2:9][CH2:10][N:11]([CH2:14][CH2:15][OH:16])[CH2:12][CH2:13]1. Starting materials: ClC=1C=C(C=CC1Cl)C1(CCC1)CC(CC)=O (1-[1-(3,4-dichlorophenyl)cyclobutyl]butan-2-one), S(=O)(=O)(O)O.NO (hydroxylamine sulphate), C(C)(=O)[O-].[Na+] (sodium acetate). The solvent is industrial methylated spirit, O (water). Yields the product ClC=1C=C(C=CC1Cl)C1(CCC1)CC(CC)=NO (1-[1-(3,4-dichlorophenyl)cyclobutyl]butan-2-one oxime). RXN SMILES: [Cl:1][C:2]1[CH:3]=[C:4]([C:9]2([CH2:13][C:14](=O)[CH2:15][CH3:16])[CH2:12][CH2:11][CH2:10]2)[CH:5]=[CH:6][C:7]=1[Cl:8].S(O)(O)(=O)=O.[NH2:23][OH:24].C([O-])(=O)C.[Na+]>O>[Cl:1][C:2]1[CH:3]=[C:4]([C:9]2([CH2:13][C:14](=[N:23][OH:24])[CH2:15][CH3:16])[CH2:12][CH2:11][CH2:10]2)[CH:5]=[CH:6][C:7]=1[Cl:8] |f:1.2,3.4|. Procedure: A mixture of 1-[1-(3,4-dichlorophenyl)cyclobutyl]butan-2-one (4.3 g) prepared as described above, hydroxylamine sulphate (2.65 g), sodium acetate (4.0 g), industrial methylated spirit (56 ml) and water (23 ml) was stirred at ambient temperature for sixteen hours. The reaction mixture was extracted with ether. The ether extract was washed with water, dried and evaporated to give a solid which was recrystallised from petroleum ether (b.p. 80°-100° C.) to give 1-[1-(3,4-dichlorophenyl)cyclobutyl]bu... Starting materials: CC(C)(C)OC (MTBE), C(Cl)Cl (CH2Cl2), FC=1C=C(C[C@@H]([C@@H](CN[C@H]2CCOC3=CC=C(C=C23)CC)O)NC(C)=O)C=C(C1)F (N-((1S,2R)-1-(3,5-difluorobenzyl)-3-{[(4S)-6-ethyl-3,4-dihydro-2H-chromen-4-yl]amino}-2-hydroxypropyl)acetamide), Cl (HCl). Run in CCOCC (Et2O), CO (MeOH). Yields the product FC=1C=C(C[C@@H]([C@@H](CNC2CCOC3=CC=C(C=C23)CC)O)NC(C)=O)C=C(C1)F (N-((1S,2R)-1-(3,5-difluorobenzyl)-3-{[6-ethyl-3,4-dihydro-2H-chromen-4-yl]amino}-2-hydroxypropyl)acetamide). RXN SMILES: CC(OC)(C)C.C(Cl)Cl.[F:10][C:11]1[CH:12]=[C:13]([CH:36]=[C:37]([F:39])[CH:38]=1)[CH2:14][C@H:15]([NH:32][C:33](=[O:35])[CH3:34])[C@H:16]([OH:31])[CH2:17][NH:18][C@@H:19]1[C:28]2[C:23](=[CH:24][CH:25]=[C:26]([CH2:29][CH3:30])[CH:27]=2)[O:22][CH2:21][CH2:20]1.Cl>CCOCC.CO>[F:10][C:11]1[CH:12]=[C:13]([CH:36]=[C:37]([F:39])[CH:38]=1)[CH2:14][C@H:15]([NH:32][C:33](=[O:35])[CH3:34])[C@H:16]([OH:31])[CH2:17][NH:18][CH:19]1[C:28]2[C:23](=[CH:24][CH:25]=[C:26]([CH2:29][CH3:30])[CH:27]=2)[O:22][CH2:21][CH2:20]1. Reported procedure: To a MTBE (20 ml), CH2Cl2 (5 ml), MeOH (0.5 ml) solution of N-((1S,2R)-1-(3,5-difluorobenzyl)-3-{[(4S)-6-ethyl-3,4-dihydro-2H-chromen-4-yl]amino}-2-hydroxypropyl)acetamide (0.2 g, 0.5 mmol) was added 1N HCl in Et2O (0.38 ml) and the mixture stirred at room temperature. The final white solid was isolated by removing the solvent and tritration with Et2O. HRMS (ESI+) calcd for C23H28F2N2O3 m/z 419.2146 (M+H)+. Found 419.2166. Reactants: C1(=CC=CC=C1)N1C(=NC2=C1C=CC=C2)CN2N=C(C=1C2=NC=NC1N)C1=CN(C2=CC=CC=C12)S(=O)(=O)C1=CC=C(C=C1)C (1-(1-phenyl-1H-benzoimidazol-2-ylmethyl)-3-[1-(toluene-4-sulfonyl)-1H-indol-3-yl]-1H-pyrazolo[3,4-d]pyrimidin-4-ylamine), [OH-].[Na+] (NaOH). Run in CCO (EtOH). Run at time 8 hour. Product: N1C=C(C2=CC=CC=C12)C1=NN(C2=NC=NC(=C21)N)CC2=NC1=C(N2C2=CC=CC=C2)C=CC=C1 (3-(1H-indol-3-yl)-1-((1-phenyl-1H-benzo[d]imidazol-2-yl)methyl)-1H-pyrazolo[3,4-d]pyrimidin-4-amine). The yield is 51.0%. RXN SMILES: [C:1]1([N:7]2[C:11]3[CH:12]=[CH:13][CH:14]=[CH:15][C:10]=3[N:9]=[C:8]2[CH2:16][N:17]2[C:21]3=[N:22][CH:23]=[N:24][C:25]([NH2:26])=[C:20]3[C:19]([C:27]3[C:35]4[C:30](=[CH:31][CH:32]=[CH:33][CH:34]=4)[N:29](S(C4C=CC(C)=CC=4)(=O)=O)[CH:28]=3)=[N:18]2)[CH:6]=[CH:5][CH:4]=[CH:3][CH:2]=1.[OH-].[Na+]>CCO>[NH:29]1[C:30]2[C:35](=[CH:34][CH:33]=[CH:32][CH:31]=2)[C:27]([C:19]2[C:20]3[C:21](=[N:22][CH:23]=[N:24][C:25]=3[NH2:26])[N:17]([CH2:16][C:8]3[N:7]([C:1]4[CH:2]=[CH:3][CH:4]=[CH:5][CH:6]=4)[C:11]4[CH:12]=[CH:13][CH:14]=[CH:15][C:10]=4[N:9]=3)[N:18]=2)=[CH:28]1 |f:1.2|. Reported procedure: A solution of 1-(1-phenyl-1H-benzoimidazol-2-ylmethyl)-3-[1-(toluene-4-sulfonyl)-1H-indol-3-yl]-1H-pyrazolo[3,4-d]pyrimidin-4-ylamine in EtOH (20 mL) was added NaOH (2 M, 20 mL). After stirred at room temperature overnight, the mixture was concentrated in vacuo. The residue was added H2O and extracted with CH2Cl2. The combined organic layers were evaporated and the residue was purified by P—HPLC to give 154 (500 mg, yield 51%) as a white solid. LCMS (ESI), M+H+=455.18. 1HNMR (400 MHz, DMSO) δ 5.... Reactants: [BH4-].[Na+] (NaBH4), COC1=C(C=CC(=C1)[N+](=O)[O-])C=CC(C)=O (4-(2-methoxy-4-nitrophenyl)but-3-en-2-one), O (water). Run in NaHPO4, C(C)O (ethanol). Reaction conditions: time 1 hour. Yields the product COC1=C(C=CC(=C1)[N+](=O)[O-])C=CC(C)O (4-(2-Methoxy-4-nitrophenyl)but-3-en-2-ol). The yield is 99.8%. As a reaction SMILES: [CH3:1][O:2][C:3]1[CH:8]=[C:7]([N+:9]([O-:11])=[O:10])[CH:6]=[CH:5][C:4]=1[CH:12]=[CH:13][C:14](=[O:16])[CH3:15].[BH4-].[Na+].O>C(O)C>[CH3:1][O:2][C:3]1[CH:8]=[C:7]([N+:9]([O-:11])=[O:10])[CH:6]=[CH:5][C:4]=1[CH:12]=[CH:13][CH:14]([OH:16])[CH3:15] |f:1.2|. Procedure: To a suspension of 4-(2-methoxy-4-nitrophenyl)but-3-en-2-one (12.2 g; 55.2 mmol) in 150 mL of ethanol at rt was added NaBH4 (2.30 g; 60.7 mmol) over 5 minutes. The suspension was stirred at rt for 1 h, diluted with 1M NaHPO4 (˜60 mL) followed by water (100 mL) and concentrated under reduced pressure to remove ethanol. After extracting the aqueous residue with CH2Cl2, the organic layer was washed with water and brine, dried over anhydrous MgSO4, filtered. Concentration of the filtrate under reduc...